describe an organic reaction: reactants, conditions, products, and yield From a dataset of the Open Reaction Database (ORD), a public repository of structured organic reaction records. Starting materials: [OH-].[Na+] (sodium hydroxide), OCCN1CCN(CC1)C(=S)N (4-(2-hydroxyethyl)-1-piperazinyl-thiocarboxamide), CC(C)(C)C(=O)CBr (bromopinacoline), C1(=C(C(=C(C(=C1F)F)F)N)F)N.Cl.Cl (dihydrochloride). Solvent: C(C)O (ethanol). Product: OCCN1CCN(CC1)C=1SC=C(N1)C(C)(C)C (2-[4(2-hydroxyethyl)-1-piperazinyl]-4-tert.butyl-thiazole). Reaction SMILES: [OH:1][CH2:2][CH2:3][N:4]1[CH2:9][CH2:8][N:7]([C:10]([NH2:12])=[S:11])[CH2:6][CH2:5]1.[CH3:13][C:14]([C:17]([CH2:19]Br)=O)([CH3:16])[CH3:15].C1(N)C(F)=C(F)C(F)=C(N)C=1F.Cl.Cl.[OH-].[Na+]>C(O)C>[OH:1][CH2:2][CH2:3][N:4]1[CH2:9][CH2:8][N:7]([C:10]2[S:11][CH:19]=[C:17]([C:14]([CH3:16])([CH3:15])[CH3:13])[N:12]=2)[CH2:6][CH2:5]1 |f:2.3.4,5.6|. Procedure details: 5 g of 4-(2-hydroxyethyl)-1-piperazinyl-thiocarboxamide are added to a solution of 3.6 g of bromopinacoline in 70 cc of ethanol, and the reaction mixture is subsequently heated to the boil at reflux for 2 hours. The mixture is then concentrated by evaporation in a vacuum. The residue is dissolved in a small amount of water and is divided between chloroform and a concentrated aqueous sodium hydroxide solution. The chloroform phase is washed with water, dried over sodium sulphate and concentrated ... Starting materials: CC=1C=2N(CCN1)C(=C(C2)C)C2=CC=CC=C2 (3,4-Dihydro-1,7-dimethyl-6-phenylpyrrolo[1,2-a]pyrazine), saturated solution, C(\C=C\C(=O)O)(=O)O (fumaric acid), [BH4-].[Na+] (sodium borohydride). The solvent is CO (methanol), O (water), C(C)O (ethanol). The product is C(\C=C\C(=O)O)(=O)O.CC1C=2N(CCN1)C(=C(C2)C)C2=CC=CC=C2 (1,2,3,4-tetrahydro-1,7-dimethyl-6-phenylpyrrolo[1,2-a]pyrazine fumarate). Isolated yield 63.0%. RXN SMILES: [CH3:1][C:2]1[C:3]2[N:4]([C:8]([C:12]3[CH:17]=[CH:16][CH:15]=[CH:14][CH:13]=3)=[C:9]([CH3:11])[CH:10]=2)[CH2:5][CH2:6][N:7]=1.[BH4-].[Na+].[C:20]([OH:27])(=[O:26])/[CH:21]=[CH:22]/[C:23]([OH:25])=[O:24]>CO.O.C(O)C>[C:20]([OH:27])(=[O:26])/[CH:21]=[CH:22]/[C:23]([OH:25])=[O:24].[CH3:1][CH:2]1[NH:7][CH2:6][CH2:5][N:4]2[C:8]([C:12]3[CH:17]=[CH:16][CH:15]=[CH:14][CH:13]=3)=[C:9]([CH3:11])[CH:10]=[C:3]12 |f:1.2,7.8|. Procedure: 3,4-Dihydro-1,7-dimethyl-6-phenylpyrrolo[1,2-a]pyrazine (0.6 g) was dissolved in a mixture of 40 ml of methanol and 4 ml of water under argon. The solution was treated portionwise with 0.3 g of sodium borohydride while stirring and stirred at room temperature overnight. Thereafter, the methanol was removed in a vacuum, the residue was taken up in 50 ml of methylene chloride and washed with 50 ml of 10% ammonia solution. The phases were separated and the aqueous phase was extracted twice with 30 ...